Dataset: the Open Reaction Database (ORD), a public repository of structured organic reaction records. Task: describe an organic reaction: reactants, conditions, products, and yield Reactants: [Br-], CCOC(C)=O, ClC(Cl)Cl, O=C1CCCCc2ccc([N+](=O)[O-])cc21. The product is O=C1c2cc([N+](=O)[O-])ccc2CCCC1Br. RXN SMILES: [Br-:16].[CH3:21][CH2:22][O:23][C:24](=[O:25])[CH3:26].[CH:17]([Cl:18])([Cl:19])[Cl:20].[N+:1](=[O:2])([O-:3])[c:4]1[cH:5][c:6]2[c:7]([cH:14][cH:15]1)[CH2:8][CH2:9][CH2:10][CH2:11][C:12]2=[O:13]>>[N+:1](=[O:2])([O-:3])[c:4]1[cH:5][c:6]2[c:7]([cH:14][cH:15]1)[CH2:8][CH2:9][CH2:10][CH:11]([Br:16])[C:12]2=[O:13].